This data is from the Open Reaction Database (ORD), a public repository of structured organic reaction records. The task is: describe an organic reaction: reactants, conditions, products, and yield Starting materials: Cl (HCl), NC=1N2C=3C(=CCCC3C1)C(N(C=C2C2=CC=CC=C2)N2C(=NC1=CC(=CC=C1C2=O)C(=O)OC)C)=O (Methyl 3-(9-amino-4-oxo-1-phenyl-3,4,6,7-tetrahydro-[1,4]diazepino[6,7,1-hi]indol-3-yl)-2-methyl-4-oxo-3,4-dihydroquinazoline-7-carboxylate), C1CCOC1 (THF), [OH-].[K+] (KOH). The solvent is O (water), C(Cl)Cl.CO (CH2Cl2 MeOH). Run at temperature 22.5 celsius, time 3 hour. Yields the product NC=1N2C=3C(=CCCC3C1)C(N(C=C2C2=CC=CC=C2)N2C(=NC1=CC(=CC=C1C2=O)C(=O)O)C)=O (3-(9-Amino-4oxo-1-phenyl-3,4,6,7-tetrahydro[1,4]diazepino[6,7,1-hi]indol-3-yl)-2-methyl-4-oxo-3,4-dihydroquinazoline-7-carboxylic acid). RXN SMILES: [NH2:1][C:2]1[N:3]2[C:14]([C:15]3[CH:20]=[CH:19][CH:18]=[CH:17][CH:16]=3)=[CH:13][N:12]([N:21]3[C:30](=[O:31])[C:29]4[C:24](=[CH:25][C:26]([C:32]([O:34]C)=[O:33])=[CH:27][CH:28]=4)[N:23]=[C:22]3[CH3:36])[C:11](=[O:37])[C:5]3=[CH:6][CH2:7][CH2:8][C:9]([CH:10]=1)=[C:4]23.C1COCC1.[OH-].[K+].Cl>O.C(Cl)Cl.CO>[NH2:1][C:2]1[N:3]2[C:14]([C:15]3[CH:20]=[CH:19][CH:18]=[CH:17][CH:16]=3)=[CH:13][N:12]([N:21]3[C:30](=[O:31])[C:29]4[C:24](=[CH:25][C:26]([C:32]([OH:34])=[O:33])=[CH:27][CH:28]=4)[N:23]=[C:22]3[CH3:36])[C:11](=[O:37])[C:5]3=[CH:6][CH2:7][CH2:8][C:9]([CH:10]=1)=[C:4]23 |f:2.3,6.7|. Procedure: 0.6 g (1.22 mmmol) of the product of Example 28A and 30 ml of THF are introduced into a reactor. After solubilization, a solution of 0.135 g of KOH in 8 ml of water is added and the mixture is kept stirring for 3 h at 20-25° C. The mixture is neutralized with 0.1 N HCl to pH 6.8 and the THF is evaporated off at 50° C. under a vacuum of 20 rnm Hg. The residue is chromatographed, eluting with CH2Cl2 progressively enriched with methanol. The product obtained is crystallized from 10 ml of CH2Cl2 and... The reactants are BrC1=C(C=CC=C1)CC(=O)O (ortho-bromophenylacetic acid), CO (methanol), O (water). Reagents/catalysts: S(O)(O)(=O)=O (sulphuric acid). Yields the product BrC1=C(C=CC=C1)CC(=O)OC (methyl ortho-bromophenylacetate). Yield: 96.0%. Reaction SMILES: [Br:1][C:2]1[CH:7]=[CH:6][CH:5]=[CH:4][C:3]=1[CH2:8][C:9]([OH:11])=[O:10].O.[CH3:13]O>S(=O)(=O)(O)O>[Br:1][C:2]1[CH:7]=[CH:6][CH:5]=[CH:4][C:3]=1[CH2:8][C:9]([O:11][CH3:13])=[O:10]. Procedure details: A solution of ortho-bromophenylacetic acid (5.14 g) in dry methanol (40 ml) containing 5 drops of concentrated sulphuric acid was heated at reflux for three hours. The reaction mixture was cooled, then poured into iced water (150 ml) and extracted (2×75 ml) with ether. The ether layers were combined, washed successively with water (×3), saturated sodium bicarbonate solution (×2), water (×1) and saturated brine and then dried. Filtration and evaporation gave methyl ortho-bromophenylacetate (5.23 ...